This data is from the Open Reaction Database (ORD), a public repository of structured organic reaction records. The task is: describe an organic reaction: reactants, conditions, products, and yield Starting materials: C(C)(=O)OC=1C=C2C=CC(=CC2=CC1)C(=O)NC1=C(C=CC(=C1)CCCC)O (2-(6-acetoxy-2-naphthoylamino)-4-butylphenol), p-toluenesulfuric acid monohydrate, C1=CC=C(C(=C1)Cl)Cl (O-dichlorobenzene), C1=CC=C(C(=C1)Cl)Cl (O-dichlorobenzene), Cl(=O)(=O)O (chloric acid). Solvent: O (water). Conditions: temperature 201.5 celsius, time 30 minute. Product: OC=1C=C2C=CC(=CC2=CC1)C=1OC2=C(N1)C=C(C=C2)CCCC (2-(6-hydroxy-2-naphthyl)-5-butylbenzooxazole). Isolated yield 48.0%. As a reaction SMILES: C([O:4][C:5]1[CH:6]=[C:7]2[C:12](=[CH:13][CH:14]=1)[CH:11]=[C:10]([C:15]([NH:17][C:18]1[CH:23]=[C:22]([CH2:24][CH2:25][CH2:26][CH3:27])[CH:21]=[CH:20][C:19]=1[OH:28])=O)[CH:9]=[CH:8]2)(=O)C.C1C=C(Cl)C(Cl)=CC=1.Cl(O)(=O)=O>O>[OH:4][C:5]1[CH:6]=[C:7]2[C:12](=[CH:13][CH:14]=1)[CH:11]=[C:10]([C:15]1[O:28][C:19]3[CH:20]=[CH:21][C:22]([CH2:24][CH2:25][CH2:26][CH3:27])=[CH:23][C:18]=3[N:17]=1)[CH:9]=[CH:8]2. Reported procedure: 5.40 g (14.3 m mole) of 2-(6-acetoxy-2-naphthoylamino)-4-butylphenol, 0.43 g of p-toluenesulfuric acid monohydrate and 40 ml of O-dichlorobenzene were placed in a 100 ml round-bottom flask, followed by heating and stirring for 30 minutes at 200-203° C. After the reaction, O-dichlorobenzene was distilled off under reduced pressure. To the resultant, 2.00 g (30.3 m mole) of potassium hydroxide and 60 ml of ethanol were added, followed by heating and stirring for 20 minutes at 60° C. After the reac... Reactants: CS(=O)(=O)c1ccc(Br)c(F)c1, O=C([O-])[O-], COCCOC, [Na+], [Na+], OB(O)c1ccc(O)cc1, c1ccc(P(c2ccccc2)(c2ccccc2)[Pd](P(c2ccccc2)(c2ccccc2)c2ccccc2)(P(c2ccccc2)(c2ccccc2)c2ccccc2)P(c2ccccc2)(c2ccccc2)c2ccccc2)cc1. The product is CS(=O)(=O)c1ccc(-c2ccc(O)cc2)c(F)c1. RXN SMILES: [Br:11][c:12]1[c:13]([F:22])[cH:14][c:15]([S:18](=[O:19])(=[O:20])[CH3:21])[cH:16][cH:17]1.[C:23](=[O:24])([O-:25])[O-:26].[CH3:29][O:30][CH2:31][CH2:32][O:33][CH3:34].[Na+:27].[Na+:28].[OH:1][c:2]1[cH:3][cH:4][c:5]([B:8]([OH:9])[OH:10])[cH:6][cH:7]1.[cH:35]1[cH:36][cH:37][c:38]([P:39]([Pd:40]([P:41]([c:42]2[cH:43][cH:44][cH:45][cH:46][cH:47]2)([c:48]2[cH:49][cH:50][cH:51][cH:52][cH:53]2)[c:54]2[cH:55][cH:56][cH:57][cH:58][cH:59]2)([P:60]([c:61]2[cH:62][cH:63][cH:64][cH:65][cH:66]2)([c:67]2[cH:68][cH:69][cH:70][cH:71][cH:72]2)[c:73]2[cH:74][cH:75][cH:76][cH:77][cH:78]2)[P:79]([c:80]2[cH:81][cH:82][cH:83][cH:84][cH:85]2)([c:86]2[cH:87][cH:88][cH:89][cH:90][cH:91]2)[c:92]2[cH:93][cH:94][cH:95][cH:96][cH:97]2)([c:98]2[cH:99][cH:100][cH:101][cH:102][cH:103]2)[c:104]2[cH:105][cH:106][cH:107][cH:108][cH:109]2)[cH:110][cH:111]1>>[OH:1][c:2]1[cH:3][cH:4][c:5](-[c:12]2[c:13]([F:22])[cH:14][c:15]([S:18](=[O:19])(=[O:20])[CH3:21])[cH:16][cH:17]2)[cH:6][cH:7]1. Starting materials: COC(C1=CN=C(C=C1)OCC=1C(=NOC1C(F)(F)F)C1=CC=C(C=C1)F)=O (6-[3-(4-fluoro-phenyl)-5-trifluoromethyl-isoxazol-4-ylmethoxy]-nicotinic acid methyl ester), C(O)CN (ethanolamine). The product is FC1=CC=C(C=C1)C1=NOC(=C1COC1=NC=C(C(=O)NCCO)C=C1)C(F)(F)F (6-[3-(4-Fluoro-phenyl)-5-trifluoromethyl-isoxazol-4-ylmethoxy]-N-(2-hydroxy-ethyl)-nicotinamide). Yield: 18.0%. RXN SMILES: CO[C:3](=[O:28])[C:4]1[CH:9]=[CH:8][C:7]([O:10][CH2:11][C:12]2[C:13]([C:21]3[CH:26]=[CH:25][C:24]([F:27])=[CH:23][CH:22]=3)=[N:14][O:15][C:16]=2[C:17]([F:20])([F:19])[F:18])=[N:6][CH:5]=1.[CH2:29]([CH2:31][NH2:32])[OH:30]>>[F:27][C:24]1[CH:25]=[CH:26][C:21]([C:13]2[C:12]([CH2:11][O:10][C:7]3[CH:8]=[CH:9][C:4]([C:3]([NH:32][CH2:31][CH2:29][OH:30])=[O:28])=[CH:5][N:6]=3)=[C:16]([C:17]([F:18])([F:20])[F:19])[O:15][N:14]=2)=[CH:22][CH:23]=1. Procedure details: As described for example 137, 6-[3-(4-fluoro-phenyl)-5-trifluoromethyl-isoxazol-4-ylmethoxy]-nicotinic acid methyl ester (100 mg, 0.25 mmol) was converted, using ethanolamine instead of methylamine to the title compound (19 mg, 18%) which was obtained as a white solid. MS: m/e=426.1 [M+H]+. Reactants: NC1=CC=C(CC2=C(C=CC=C2)NC(C)=O)C=C1 (N-[2-(4-aminobenzyl)phenyl]acetamide), C(F)(F)(F)C(=O)CC(=O)OCC (CF3COCH2CO2Et), ice, O (H2O), O (H2O), [OH-].[Na+] (NaOH). Run in C1(=CC=CC=C1)C (PhMe), OS(=O)(=O)O (H2SO4), C1(=CC=CC=C1)C (PhMe). Conditions: temperature 90 celsius, time 4 hour. Product: NC1=C(CC=2C=C3C(=CC(NC3=CC2)=O)C(F)(F)F)C=CC=C1 (6-(2-Aminobenzyl)-4-trifluoromethyl-1H-quinolin-2-one). Yield: 45.5%. As a reaction SMILES: [NH2:1][C:2]1[CH:18]=[CH:17][C:5]([CH2:6][C:7]2[CH:12]=[CH:11][CH:10]=[CH:9][C:8]=2[NH:13]C(=O)C)=[CH:4][CH:3]=1.[C:19]([C:23]([CH2:25][C:26](OCC)=[O:27])=O)([F:22])([F:21])[F:20].O.[OH-].[Na+]>C1(C)C=CC=CC=1.OS(O)(=O)=O>[NH2:13][C:8]1[CH:9]=[CH:10][CH:11]=[CH:12][C:7]=1[CH2:6][C:5]1[CH:17]=[C:18]2[C:2](=[CH:3][CH:4]=1)[NH:1][C:26](=[O:27])[CH:25]=[C:23]2[C:19]([F:22])([F:21])[F:20] |f:3.4|. Procedure details: A solution of N-[2-(4-nitrobenzyl)phenyl]acetamide (6.80 g, 25.2 mmol) in EtOAc (700 mL) was treated with Pd (10% on C, 0.53 g, 0.5 mmol). The mixture was stirred under a H2 atmosphere for 5 h. The reaction mixture was filtered through Celite, before being concentrated to yield N-[2-(4-aminobenzyl)phenyl]acetamide (6.00 g, 99%): δH ((CD3)2SO)=2.00 (s, 3H), 3.75 (s, 2H), 4.80 (s, 2H), 6.45 (d, 2H), 6.80 (d, 2H), 7.00–7.15 (m, 3H), 7.35 (d, 1H), 9.20 (s, 1H). A PhMe (75 mL) suspension of this anil... Starting materials: O=S(=O)(O)CC1CCCCN1S(=O)(=O)c1cccc(C(F)(F)F)c1, O=S(Cl)Cl, c1ccccc1. Product: O=S(=O)(Cl)CC1CCCCN1S(=O)(=O)c1cccc(C(F)(F)F)c1. As a reaction SMILES: [F:1][C:2]([c:3]1[cH:4][c:5]([S:9](=[O:10])(=[O:11])[N:12]2[CH:13]([CH2:18][S:19](=[O:20])(=[O:21])[OH:22])[CH2:14][CH2:15][CH2:16][CH2:17]2)[cH:6][cH:7][cH:8]1)([F:23])[F:24].[S:25]([Cl:26])([Cl:27])=[O:28].[cH:29]1[cH:30][cH:31][cH:32][cH:33][cH:34]1>>[F:1][C:2]([c:3]1[cH:4][c:5]([S:9](=[O:10])(=[O:11])[N:12]2[CH:13]([CH2:18][S:19](=[O:20])(=[O:21])[Cl:27])[CH2:14][CH2:15][CH2:16][CH2:17]2)[cH:6][cH:7][cH:8]1)([F:23])[F:24].